From a dataset of the Open Reaction Database (ORD), a public repository of structured organic reaction records. describe an organic reaction: reactants, conditions, products, and yield Product: ClC1=C(C=CC(=C1)S(=O)(=O)N(C)C)C1=C(C=CC(=C1)C(F)(F)F)O[C@H](C(=O)O)C (2-[[2′-Chloro-4′-[(dimethylamino)sulfonyl]-5-(trifluoromethyl)[1,1′-biphenyl]-2-yl]oxy]-(2S)-propanoic acid). The reactants are ClC=1C=C(C=CC1I)S(=O)(=O)N(C)C (3-Chloro-4-iodo-N,N-dimethylbenzenesulfonamide), B(O)(O)C1=C(O[C@H](C(=O)O)C)C=CC(=C1)C(F)(F)F (2-[2-Borono-4-(trifluoromethyl)phenoxy]-(2S)-propanoic acid). Procedure: The title compound was prepared by the method of example 144 step (i) using the product from step (ii) and the product from example 146 step (iv). As a reaction SMILES: [Cl:1][C:2]1[CH:3]=[C:4]([S:9]([N:12]([CH3:14])[CH3:13])(=[O:11])=[O:10])[CH:5]=[CH:6][C:7]=1I.B([C:18]1[CH:29]=[C:28]([C:30]([F:33])([F:32])[F:31])[CH:27]=[CH:26][C:19]=1[O:20][C@@H:21]([CH3:25])[C:22]([OH:24])=[O:23])(O)O>>[Cl:1][C:2]1[CH:3]=[C:4]([S:9]([N:12]([CH3:14])[CH3:13])(=[O:11])=[O:10])[CH:5]=[CH:6][C:7]=1[C:26]1[CH:27]=[C:28]([C:30]([F:33])([F:32])[F:31])[CH:29]=[CH:18][C:19]=1[O:20][C@@H:21]([CH3:25])[C:22]([OH:24])=[O:23].